This data is from the Open Reaction Database (ORD), a public repository of structured organic reaction records. The task is: describe an organic reaction: reactants, conditions, products, and yield The reactants are O (water), C(C1=CC=CC=C1)=O (benzaldehyde), C(C1=CC=CC=C1)(=O)O (benzoic acid), C1(=CC=CC=C1)NN=C[C@H](O)[C@H](O)[C@@H](O)[C@@H](O)CO (L-mannose phenylhydrazone). Solvent: C(C)O (ethanol). The product is O[C@H]1[C@H](O)[C@H](O)[C@@H](O)[C@@H](O1)CO (α-L-mannopyranose). Reaction SMILES: C1(NN=[CH:9][C@@H:10]([C@@H:12]([C@H:14]([C@H:16]([CH2:18][OH:19])[OH:17])[OH:15])[OH:13])[OH:11])C=CC=CC=1.O.C(=[O:28])C1C=CC=CC=1.C(O)(=O)C1C=CC=CC=1>C(O)C>[OH:19][C@@H:18]1[O:11][C@@H:10]([CH2:9][OH:28])[C@H:12]([OH:13])[C@@H:14]([OH:15])[C@H:16]1[OH:17]. Procedure details: The hydrazone (20 g.) was then refluxed for 3 hours with a solution containing water (200 ml.), ethanol (40 ml.), benzaldehyde (25 ml.) and benzoic acid (2.5 g.). The solution was cooled and then decanted from benzaldehyde phenylhydrazone, extracted three times with chloroform, decolorized with carbon and concentrated at reduced pressure. The resulting syrup was further evaporated with several portions of absolute ethanol to remove residual water and the resulting syrup (10 g.) was left to cryst... The reagents and catalysts are [Pd] (palladium). Procedure: To a solution of 2-methoxy-6-(4-methoxy-2-nitrophenyl)naphthalene (390 mg) in tetrahydrofuran (6 ml) and methanol (6 ml) was added 10% palladium-activated charcoal (100 mg), and the solution was stirred overnight at room temperature under a hydrogen atmosphere at ambient pressure. After filtration through celite pad, the solvent was evaporated in vacuo, and the resulting solid was washed with a hexane-diethyl ether system to provide the title compound (285 mg). The yield is 80.9%. Run at time 8 hour. Reactants: COC1=CC2=CC=C(C=C2C=C1)C1=C(C=C(C=C1)OC)[N+](=O)[O-] (2-methoxy-6-(4-methoxy-2-nitrophenyl)naphthalene). Solvent: O1CCCC1 (tetrahydrofuran), CO (methanol). Yields the product COC=1C=CC(=C(C1)N)C1=CC2=CC=C(C=C2C=C1)OC (5-Methoxy-2-(6-methoxynaphthalen-2-yl)phenylamine). RXN SMILES: [CH3:1][O:2][C:3]1[CH:12]=[CH:11][C:10]2[C:5](=[CH:6][CH:7]=[C:8]([C:13]3[CH:18]=[CH:17][C:16]([O:19][CH3:20])=[CH:15][C:14]=3[N+:21]([O-])=O)[CH:9]=2)[CH:4]=1>O1CCCC1.CO.[Pd]>[CH3:20][O:19][C:16]1[CH:17]=[CH:18][C:13]([C:8]2[CH:7]=[CH:6][C:5]3[C:10](=[CH:11][CH:12]=[C:3]([O:2][CH3:1])[CH:4]=3)[CH:9]=2)=[C:14]([NH2:21])[CH:15]=1. Starting materials: CC(=O)O, CCCCC=O, C1CCNCC1, O=C1CSC(=S)N1N=c1sc2ccccc2s1. Product: CCCCC=C1SC(=S)N(N=c2sc3ccccc3s2)C1=O. As a reaction SMILES: [C:30]([OH:31])(=[O:32])[CH3:33].[CH:18]([CH2:19][CH2:20][CH2:21][CH3:22])=[O:23].[NH:24]1[CH2:25][CH2:26][CH2:27][CH2:28][CH2:29]1.[s:1]1[c:2](=[N:10][N:11]2[C:12](=[S:17])[S:13][CH2:14][C:15]2=[O:16])[s:3][c:4]2[c:5]1[cH:6][cH:7][cH:8][cH:9]2>>[s:1]1[c:2](=[N:10][N:11]2[C:12](=[S:17])[S:13][C:14](=[CH:18][CH2:19][CH2:20][CH2:21][CH3:22])[C:15]2=[O:16])[s:3][c:4]2[c:5]1[cH:6][cH:7][cH:8][cH:9]2. Yields the product CC1=NCCOc2ccc3c(c(Cl)cn3S(=O)(=O)c3ccccc3)c21. The reactants are CC1=NCCOc2ccc3[nH]cc(Cl)c3c21, [H-], [Na+], CN(C)C=O, O, O=S(=O)(Cl)c1ccccc1. As a reaction SMILES: [Cl:3][c:4]1[cH:5][nH:6][c:7]2[cH:8][cH:9][c:10]3[c:11]([c:12]12)[C:13]([CH3:18])=[N:14][CH2:15][CH2:16][O:17]3.[H-:1].[Na+:2].[O:30]=[CH:31][N:32]([CH3:33])[CH3:34].[OH2:29].[c:19]1([S:25](=[O:26])(=[O:27])[Cl:28])[cH:20][cH:21][cH:22][cH:23][cH:24]1>>[Cl:3][c:4]1[cH:5][n:6]([S:25]([c:19]2[cH:20][cH:21][cH:22][cH:23][cH:24]2)(=[O:26])=[O:27])[c:7]2[cH:8][cH:9][c:10]3[c:11]([c:12]12)[C:13]([CH3:18])=[N:14][CH2:15][CH2:16][O:17]3. Reactants: ClC1=CC(=C(N=N1)N)C1=C(C=CC=C1)C (6-chloro-4-o-tolyl-pyridazin-3-ylamine), CCCCCCC.C(C)(=O)OCC (n-heptane ethyl acetate). Product: ClC1=CC(=C(N=N1)NC)C1=C(C=CC=C1)C ((6-Chloro-4-o-tolyl-pyridazin-3-yl)-methyl-amine). Isolated yield 17.0%. As a reaction SMILES: [Cl:1][C:2]1[N:7]=[N:6][C:5]([NH2:8])=[C:4]([C:9]2[CH:14]=[CH:13][CH:12]=[CH:11][C:10]=2[CH3:15])[CH:3]=1.[CH3:16]CCCCCC.C(OCC)(=O)C>>[Cl:1][C:2]1[N:7]=[N:6][C:5]([NH:8][CH3:16])=[C:4]([C:9]2[CH:14]=[CH:13][CH:12]=[CH:11][C:10]=2[CH3:15])[CH:3]=1 |f:1.2|. Procedure: The title compound was prepared in analogy to example 1, intermediate a, from 6-chloro-4-o-tolyl-pyridazin-3-ylamine and using a gradient of n-heptane:ethyl acetate (100:0 to 0:70) eluant for the chromatographic purification. A second purification step on a 20 g column using an MPLC (Flashmaster) system (gradient of n-heptane:ethyl acetate (100:0 to 40:60)) furnished the title compound as a colorless solid (17%). MS (ESI+): m/z=234.080 ([M+H]+).